From a dataset of the Open Reaction Database (ORD), a public repository of structured organic reaction records. describe an organic reaction: reactants, conditions, products, and yield The reactants are C(C)(=O)O (acetic acid), C[Si]([N-][Si](C)(C)C)(C)C.[Li+] (Lithium hexamethyldisilazide), ClCCC(CC(=C)C)(O)C1=CC=CC=C1 (1-chloro-5-methyl-3-phenyl-hex-5-en-3-ol), BrC1=CC(=C(C=C1)[C@H](C)N=C=O)C ((S)-4-bromo-1-(1-isocyanato-ethyl)-2-methyl-benzene). The solvent is O (water), O1CCCC1 (tetrahydrofuran). Conditions: time 60 minute. Product: BrC1=CC(=C(C=C1)[C@H](C)N1C(O[C@](CC1)(C1=CC=CC=C1)CC(=C)C)=O)C (3-[(S)-1-(4-Bromo-2-methyl-phenyl)-ethyl]-(R)-6-(2-methyl-allyl)-6-phenyl-[1,3]oxazinan-2-one). As a reaction SMILES: C[Si](C)(C)[N-][Si](C)(C)C.[Li+].Cl[CH2:12][CH2:13][C:14]([C:20]1[CH:25]=[CH:24][CH:23]=[CH:22][CH:21]=1)([OH:19])[CH2:15][C:16]([CH3:18])=[CH2:17].[Br:26][C:27]1[CH:32]=[CH:31][C:30]([C@@H:33]([N:35]=[C:36]=[O:37])[CH3:34])=[C:29]([CH3:38])[CH:28]=1.C(O)(=O)C>O1CCCC1.O>[Br:26][C:27]1[CH:32]=[CH:31][C:30]([C@@H:33]([N:35]2[CH2:12][CH2:13][C@:14]([CH2:15][C:16]([CH3:18])=[CH2:17])([C:20]3[CH:25]=[CH:24][CH:23]=[CH:22][CH:21]=3)[O:19][C:36]2=[O:37])[CH3:34])=[C:29]([CH3:38])[CH:28]=1 |f:0.1|. Reported procedure: Lithium hexamethyldisilazide (1 mol/L in tetrahydrofuran, 18.7 mL) was added dropwise (at such a rate that the solution temperature maintains below 25° C.) to a solution of 1-chloro-5-methyl-3-phenyl-hex-5-en-3-ol (3.82 g) and (S)-4-bromo-1-(1-isocyanato-ethyl)-2-methyl-benzene (4.49 g) in tetrahydrofuran (140 mL) chilled in an ice bath. The solution was stirred in the cooling bath for 30 min and at room temperature for another 60 min. Then acetic acid (1.9 mL) in water (40 mL) was slowly added ... The reactants are O (water), N1C=NC=C1 (imidazole), Cl[Si](C(C)(C)C)(C)C (chlorodimethyl t-butylsilane), C(C)(=O)OCC=C(CCC=C(CO)C)C (8-Acetoxy-2,6-dimethyl-2,6-octadien-1-ol). The solvent is CN(C=O)C (dimethylformamide). Conditions: time 1 hour. Yields the product C(C)(=O)OCC=C(CCC=C(CO[Si](C(C)(C)C)(C)C)C)C (1-acetoxy-8-(dimethyl t-butylsilyl)oxy-3,7-dimethyl-2,6-octadiene). The yield is 75.0%. Reaction SMILES: [C:1]([O:4][CH2:5][CH:6]=[C:7]([CH3:15])[CH2:8][CH2:9][CH:10]=[C:11]([CH3:14])[CH2:12][OH:13])(=[O:3])[CH3:2].N1C=CN=C1.Cl[Si:22]([CH3:28])([CH3:27])[C:23]([CH3:26])([CH3:25])[CH3:24].O>CN(C)C=O>[C:1]([O:4][CH2:5][CH:6]=[C:7]([CH3:15])[CH2:8][CH2:9][CH:10]=[C:11]([CH3:14])[CH2:12][O:13][Si:22]([CH3:28])([CH3:27])[C:23]([CH3:26])([CH3:25])[CH3:24])(=[O:3])[CH3:2]. Procedure: 8-Acetoxy-2,6-dimethyl-2,6-octadien-1-ol in dimethylformamide (4 ml) was stirred on an ice bath. To the solution were added imidazole (338 mg, 4.96 mmol) and chlorodimethyl t-butylsilane (410 mg, 2.73 mmol), and the mixture was stirred at room temperature for one hour. After addition of water (30 ml) to the reaction mixture, the product was extracted with hexane (20 m1×2). The extract was dried over MgSO4 and evaporated in vacuo to remove the solvent to give a residue, which was subjected to sil...